The task is: describe an organic reaction: reactants, conditions, products, and yield. This data is from the Open Reaction Database (ORD), a public repository of structured organic reaction records. The reactants are N#Cc1cnn(-c2ccc(Cl)c(Cl)c2Cl)c1NCCO, O=S(Cl)Cl. The product is N#Cc1cnn(-c2ccc(Cl)c(Cl)c2Cl)c1NCCCl. As a reaction SMILES: [C:1](#[N:2])[c:3]1[cH:4][n:5][n:6](-[c:12]2[c:13]([Cl:20])[c:14]([Cl:19])[c:15]([Cl:18])[cH:16][cH:17]2)[c:7]1[NH:8][CH2:9][CH2:10][OH:11].[S:21]([Cl:22])([Cl:23])=[O:24]>>[C:1](#[N:2])[c:3]1[cH:4][n:5][n:6](-[c:12]2[c:13]([Cl:20])[c:14]([Cl:19])[c:15]([Cl:18])[cH:16][cH:17]2)[c:7]1[NH:8][CH2:9][CH2:10][Cl:23]. The reactants are CN(C=O)C (Dimethylformamide), [H-].[Na+] (sodium hydride), ClC1=C(C=CC(=C1)OC1=NC=NC2=CC(=C(C=C12)OC)OC)NC(OCC1=C(C=CC=C1)C)=O (2-methylbenzyl N-{2-chloro-4-[(6,7-dimethoxy-4-quinazolinyl)oxy]phenyl}carbamate), CN(C=O)C (dimethylformamide), C(C)I (ethyl iodide). The solvent is O (Water). Run at time 10 minute. Yields the product ClC1=C(C=CC(=C1)OC1=NC=NC2=CC(=C(C=C12)OC)OC)N(C(OCC1=C(C=CC=C1)C)=O)CC (2-Methylbenzyl N-{2-chloro-4-[(6,7-dimethoxy-4-quinazolinyl)oxy]phenyl}-N-ethylcarbamate). Yield: 80.8%. RXN SMILES: CN(C)C=O.[H-].[Na+].[Cl:8][C:9]1[CH:14]=[C:13]([O:15][C:16]2[C:25]3[C:20](=[CH:21][C:22]([O:28][CH3:29])=[C:23]([O:26][CH3:27])[CH:24]=3)[N:19]=[CH:18][N:17]=2)[CH:12]=[CH:11][C:10]=1[NH:30][C:31](=[O:41])[O:32][CH2:33][C:34]1[CH:39]=[CH:38][CH:37]=[CH:36][C:35]=1[CH3:40].[CH2:42](I)[CH3:43]>O>[Cl:8][C:9]1[CH:14]=[C:13]([O:15][C:16]2[C:25]3[C:20](=[CH:21][C:22]([O:28][CH3:29])=[C:23]([O:26][CH3:27])[CH:24]=3)[N:19]=[CH:18][N:17]=2)[CH:12]=[CH:11][C:10]=1[N:30]([CH2:42][CH3:43])[C:31](=[O:41])[O:32][CH2:33][C:34]1[CH:39]=[CH:38][CH:37]=[CH:36][C:35]=1[CH3:40] |f:1.2|. Reported procedure: Dimethylformamide (5 ml) was added to sodium hydride (11 mg), and 2-methylbenzyl N-{2-chloro-4-[(6,7-dimethoxy-4-quinazolinyl)oxy]phenyl}carbamate (62 mg) was added to the mixture. Subsequently, a dimethylformamide solution (2 ml) of ethyl iodide (84 mg) was added thereto, and the mixture was stirred at room temperature for 10 min. Water was added to stop the reaction, and the reaction solution was then extracted with ethyl acetate, followed by washing with water and saturated brine in that orde...